Dataset: the Open Reaction Database (ORD), a public repository of structured organic reaction records. Task: describe an organic reaction: reactants, conditions, products, and yield The reactants are C(=O)(C(F)(F)F)O (TFA), C(C)(C)(C)OC(=O)N(C1=CN=CC(=N1)C=1N=C(C=2N(C1)C=CN2)N(C(OC(C)(C)C)=O)C2=CC=C(C=C2)N2C[C@@H](OCC2)COC(=O)OC(C)(C)C)C(=O)OC(C)(C)C ((R)-tert-butyl (6-(6-(bis(tert-butoxycarbonyl)amino)pyrazin-2-yl)imidazo[1,2-a]pyrazin-8-yl)(4-(2-(((tert-butoxycarbonyl)oxy)methyl)morpholino)phenyl)carbamate), C(Cl)Cl (DCM), C(=O)(C(F)(F)F)O (TFA). Conditions: time 5 hour. Yields the product NC1=C(N=CC(=N1)C=1N=C(C=2N(C1)C=CN2)NC2=CC=C(C=C2)N2C[C@@H](OCC2)CO)C ((R)-(4-(4-((6-(6-Amino-5-methylpyrazin-2-yl)imidazo[1,2-a]pyrazin-8-yl)amino)phenyl)morpholin-2-yl)methanol). RXN SMILES: C(OC([N:8](C(OC(C)(C)C)=O)[C:9]1[N:14]=[C:13]([C:15]2[N:16]=[C:17]([N:24]([C:32]3[CH:37]=[CH:36][C:35]([N:38]4[CH2:43][CH2:42][O:41][C@@H](COC(OC(C)(C)C)=O)[CH2:39]4)=[CH:34][CH:33]=3)C(=O)OC(C)(C)C)[C:18]3[N:19]([CH:21]=[CH:22][N:23]=3)[CH:20]=2)[CH:12]=[N:11][CH:10]=1)=O)(C)(C)C.[C:60]([OH:66])([C:62](F)(F)F)=O.[CH2:67](Cl)Cl>>[NH2:8][C:9]1[N:14]=[C:13]([C:15]2[N:16]=[C:17]([NH:24][C:32]3[CH:37]=[CH:36][C:35]([N:38]4[CH2:43][CH2:42][O:41][C@@H:62]([CH2:60][OH:66])[CH2:39]4)=[CH:34][CH:33]=3)[C:18]3[N:19]([CH:21]=[CH:22][N:23]=3)[CH:20]=2)[CH:12]=[N:11][C:10]=1[CH3:67]. Reported procedure: (R)-tert-butyl (6-(6-(bis(tert-butoxycarbonyl)amino)pyrazin-2-yl)imidazo[1,2-a]pyrazin-8-yl)(4-(2-(((tert-butoxycarbonyl)oxy)methyl)morpholino)phenyl)carbamate XX (460 mg, 0.56 mmol) in DCM was added to a round bottom flask, and TFA (1.29 ml, 16.85 mmol) was added. The reaction was partially complete after stirring ˜5 hours. Added an additional 10 eq TFA and stirred overnight, then concentrated under reduced pressure. 10% MeOH/DCM (˜100 mL) and sat.aq. sodium bicarbonate were added and stirred 1...